Dataset: the Open Reaction Database (ORD), a public repository of structured organic reaction records. Task: describe an organic reaction: reactants, conditions, products, and yield The reactants are C(C)N(S(=O)(=O)C1=CC2=C(N=C(O2)C2=CC=CC=C2)C2=CC=CC=C12)CC (N,N-diethyl-2-phenylnaphth[1,2-d]oxazole-5-sulfonamide), [OH-].[K+] (KOH). Run in C(C)O (ethanol). Yields the product C(C)N(S(=O)(=O)C1=CC(=C(C2=CC=CC=C12)N)O)CC (N,N-diethyl-4-amino-3-hydroxy-1-naphthalenesulfonamide). The yield is 154.2%. RXN SMILES: [CH2:1]([N:3]([CH2:26][CH3:27])[S:4]([C:7]1[C:25]2[C:20](=[CH:21][CH:22]=[CH:23][CH:24]=2)[C:10]2[N:11]=C(C3C=CC=CC=3)[O:13][C:9]=2[CH:8]=1)(=[O:6])=[O:5])[CH3:2].[OH-].[K+]>C(O)C>[CH2:26]([N:3]([CH2:1][CH3:2])[S:4]([C:7]1[C:25]2[C:20](=[CH:21][CH:22]=[CH:23][CH:24]=2)[C:10]([NH2:11])=[C:9]([OH:13])[CH:8]=1)(=[O:6])=[O:5])[CH3:27] |f:1.2|. Reported procedure: A mixture of N,N-diethyl-2-phenylnaphth[1,2-d]oxazole-5-sulfonamide (38.1 g, 100 mmol), 20% KOH (140 ml) and ethanol (180 ml) was refluxed for 24 h under nitrogen and the product was extracted with ethyl acetate (3×500 ml). The combined extracts were dried over anhydrous sodium sulfate and the solvent evaporated to give 45.4 g crude N,N-diethyl-4-amino-3-hydroxy-1-naphthalenesulfonamide as a black sticky oil (50% pure by NMR). An analytical sample was prepared by column chromatography (chlorofor...